Dataset: the Open Reaction Database (ORD), a public repository of structured organic reaction records. Task: describe an organic reaction: reactants, conditions, products, and yield Starting materials: IC1=C(C=CC=C1)C1=NC(=CC2=CC=CC=C12)C(=O)NC (1-(2-iodophenyl)-N-methyl-3-isoquinolinecarboxamide), [H-].[Na+] (NaH), FCCBr (2-fluoroethylbromide). The solvent is CN(C)C=O (DMF). Reaction conditions: time 20 hour. Product: IC1=C(C=CC=C1)C1=NC(=CC2=CC=CC=C12)C(=O)N(CCF)C (1-(2-iodophenyl)-N-methyl-N-(2-fluoroethyl)-3-isoquinolinecarboxamide). The yield is 40.9%. RXN SMILES: [I:1][C:2]1[CH:7]=[CH:6][CH:5]=[CH:4][C:3]=1[C:8]1[C:17]2[C:12](=[CH:13][CH:14]=[CH:15][CH:16]=2)[CH:11]=[C:10]([C:18]([NH:20][CH3:21])=[O:19])[N:9]=1.[H-].[Na+].[F:24][CH2:25][CH2:26]Br>CN(C=O)C>[I:1][C:2]1[CH:7]=[CH:6][CH:5]=[CH:4][C:3]=1[C:8]1[C:17]2[C:12](=[CH:13][CH:14]=[CH:15][CH:16]=2)[CH:11]=[C:10]([C:18]([N:20]([CH3:21])[CH2:26][CH2:25][F:24])=[O:19])[N:9]=1 |f:1.2|. Procedure: To a solution of 1-(2-iodophenyl)-N-methyl-3-isoquinolinecarboxamide (0.1042 g, 0.27 mmol) in DMF (6 mL) was added 60% NaH (43 mg, 1.08 mmol) in one portion. The mixture was stirred under Ar at room temperature for 30 min before 2-fluoroethylbromide (161 μl, 2.16 mmol) was added in one portion. The mixture was stirred at room temperature under Ar for 20 h, then quenched by adding H2O (5 mL). The mixture was extracted with CH2Cl2 (3×15 mL). The combined organic layers were dried (MgSO4), and filt... The reactants are NC1=NC(=C(C(=N1)OS(=O)(=O)C1=C(C=C(C=C1C)C)C)CC1=C(C=C(CN(CC(=O)OCC)CC)C=C1)OC)C (ethyl 2-((4-((2-amino-4-(mesitylsulfonyloxy)-6-methylpyrimidin-5-yl)methyl)-3-methoxybenzyl)(ethyl)amino)acetate), C(CCC)N (1-butylamine). Yields the product NC1=NC(=C(C(=N1)NCCCC)CC1=C(C=C(CN(CC(=O)OCC)CC)C=C1)OC)C (ethyl 2-((4-((2-amino-4-(butylamino)-6-methylpyrimidin-5-yl)methyl)-3-methoxy-benzyl)(ethyl)amino)acetate). Yield: 66.0%. RXN SMILES: [NH2:1][C:2]1[N:7]=[C:6](OS(C2C(C)=CC(C)=CC=2C)(=O)=O)[C:5]([CH2:21][C:22]2[CH:37]=[CH:36][C:25]([CH2:26][N:27]([CH2:34][CH3:35])[CH2:28][C:29]([O:31][CH2:32][CH3:33])=[O:30])=[CH:24][C:23]=2[O:38][CH3:39])=[C:4]([CH3:40])[N:3]=1.[CH2:41]([NH2:45])[CH2:42][CH2:43][CH3:44]>>[NH2:1][C:2]1[N:7]=[C:6]([NH:45][CH2:41][CH2:42][CH2:43][CH3:44])[C:5]([CH2:21][C:22]2[CH:37]=[CH:36][C:25]([CH2:26][N:27]([CH2:34][CH3:35])[CH2:28][C:29]([O:31][CH2:32][CH3:33])=[O:30])=[CH:24][C:23]=2[O:38][CH3:39])=[C:4]([CH3:40])[N:3]=1. Procedure details: The sub-title compound was synthesized by the method of example 1 step (viii) from the product of example 1 step (vii) (150 mg) and 1-butylamine (56 mg). The sub-title compound (77 mg) was obtained as a yellow oil; 1H NMR (CDCl3); 6.94 (1H, s), 6.86 (1H, d), 6.77 (1H, d), 4.84 (1H, t), 4.55 (2H, br s), 4.13 (2H, q), 3.88 (3H, s), 3.70 (2H, s), 3.64 (2H, s), 3.30-3.23 (4H, m), 2.66 (2H, q), 2.30 (3H, s), 1.43-1.34 (2H, m), 1.24 (3H, t), 1.19-1.12 (2H, m), 1.06 (3H, t), 0.83 (3H, t). The reactants are ClC1=CC=C2C(=N1)CCN2 (5-Chloro-2,3-dihydro-1H-pyrrolo[3,2-b]pyridine), [H-].[Na+] (NaH), C(C)(C)(C)OC(=O)N1CCC(CC1)OC1=NC=NC(=C1)Cl (4-(6-Chloro-pyrimidin-4-yloxy)-piperidine-1-carboxylic acid tert-butyl ester). Run in C(C)(=O)OCC (ethyl acetate), CN(C)C=O (DMF). Run at temperature 90 celsius, time 8 hour. Yields the product C(C)(C)(C)OC(=O)N1CCC(CC1)OC1=NC=NC(=C1)N1CCC2=NC(=CC=C21)Cl (4-[6-(5-Chloro-2,3-dihydro-pyrrolo[3,2-b]pyridin-1-yl)-pyrimidin-4-yloxy]-piperidine-1-carboxylic acid tert-butyl ester). Reaction SMILES: [Cl:1][C:2]1[N:7]=[C:6]2[CH2:8][CH2:9][NH:10][C:5]2=[CH:4][CH:3]=1.[H-].[Na+].[C:13]([O:17][C:18]([N:20]1[CH2:25][CH2:24][CH:23]([O:26][C:27]2[CH:32]=[C:31](Cl)[N:30]=[CH:29][N:28]=2)[CH2:22][CH2:21]1)=[O:19])([CH3:16])([CH3:15])[CH3:14]>CN(C=O)C.C(OCC)(=O)C>[C:13]([O:17][C:18]([N:20]1[CH2:25][CH2:24][CH:23]([O:26][C:27]2[CH:32]=[C:31]([N:10]3[C:5]4[C:6](=[N:7][C:2]([Cl:1])=[CH:3][CH:4]=4)[CH2:8][CH2:9]3)[N:30]=[CH:29][N:28]=2)[CH2:22][CH2:21]1)=[O:19])([CH3:16])([CH3:14])[CH3:15] |f:1.2|. Reported procedure: 20a (36 mg, 0.23 mmol) was dissolved in DMF (1.5 mL) with NaH (60% suspension, 9.6 mg, 0.24 mmol). 3a (75 mg, 0.24 mmol) was added slowly. The mixture was stirred at 90° C. for 8 h then cooled down to room temperature, diluted with ethyl acetate and washed with saturated NaHCO3. The organic layer was isolated, dried, filtered and evaporated. The residue was purified by preparative HPLC to afford 20-1, LCMS 432.1 (MH+). tR=5.21 (Method 5). EC50: 751 nM. The reactants are [N+](=O)([O-])C1=CC=2C(C3=CC=CC=C3C(C2C=C1)=O)=O (2-nitroanthraquinone), [N+](=O)([O-])C1=CC=2C(C3=CC=CC=C3C(C2C=C1)=O)=O (2-nitroanthraquinone), aqueous solution, [OH-].[Na+] (sodium hydroxide), [H][H] (hydrogen). The reagents and catalysts are [Ni] (Raney nickel). Product: NC1=CC=2C(C3=CC=CC=C3C(C2C=C1)=O)=O (2-aminoanthraquinone). RXN SMILES: [N+:1]([C:4]1[CH:17]=[CH:16][C:15]2[C:14](=[O:18])[C:13]3[C:8](=[CH:9][CH:10]=[CH:11][CH:12]=3)[C:7](=[O:19])[C:6]=2[CH:5]=1)([O-])=O.[OH-].[Na+].[H][H]>[Ni]>[NH2:1][C:4]1[CH:17]=[CH:16][C:15]2[C:14](=[O:18])[C:13]3[C:8](=[CH:9][CH:10]=[CH:11][CH:12]=3)[C:7](=[O:19])[C:6]=2[CH:5]=1 |f:1.2|. Reported procedure: A 160 ml. electromagnetically stirred autoclave was charged with 2.53 g (0.01 mole) of 2-nitroanthraquinone, 52 g (0.052 mole) of a 4% aqueous solution of sodium hydroxide, and 0.07 g of Raney nickel, and the 2-nitroanthraquinone was hydrogenated at room temperature and a pressure of 6 to 3 Kg/cm2.G with stirring. The reaction was stopped in 6 hours with the absorption of 0.04 mole of hydrogen. The inside of the reactor was purged with nitrogen, and the reaction mixture was filtered in a stream ... Reactants: [OH-].[Na+] (NaOH), CC1=NOC(=C1C)N (3,4-dimethyl-5-amino isoxazole), O1C(=CC=C1)S(=O)(=O)Cl (furan-2-sulfonyl chloride). Product: CC1=NOC(=C1C)NS(=O)(=O)C=1OC=CC1 (N-(3,4-dimethyl-5-isoxazolyl)furan-2-sulfonamide), yellow solid. Reaction SMILES: [CH3:1][C:2]1[C:6]([CH3:7])=[C:5]([NH2:8])[O:4][N:3]=1.[O:9]1[CH:13]=[CH:12][CH:11]=[C:10]1[S:14](Cl)(=[O:16])=[O:15].[OH-].[Na+]>>[CH3:1][C:2]1[C:6]([CH3:7])=[C:5]([NH:8][S:14]([C:10]2[O:9][CH:13]=[CH:12][CH:11]=2)(=[O:16])=[O:15])[O:4][N:3]=1 |f:2.3|. Procedure details: N-(3,4-dimethyl-5-isoxazolyl)furan-2-sulfonamide was prepared as described in Example 34B from 3,4-dimethyl-5-amino isoxazole (0.122 g, 1.0 mmol), furan-2-sulfonyl chloride (0.50 g, 3.0 mmol) and NaOH (64 mg). Flash chromatography (50% ethyl acetate/hexanes) yielded 70 mg of a yellow solid. Recrystallization from CHCl3 /hexanes produced an off-white solid (46 mg, 29% yield), m.p 107°-110° C. Starting materials: [OH-].[Na+] (NaOH), C(C)(C)(C)OC(=O)N1[C@@H](C[C@@H](C2=NC(=CC=C12)OC)NC1=NC=C(C(=N1)CC1=CC(=CC(=C1)C(F)(F)F)C(F)(F)F)N1CCC(CC1)C(=O)OCC)CC ((2R,4S)-4-{[3,5-Bis(trifluoromethyl)benzyl]-[5-(4-ethoxycarbonyl-piperidin-1-yl)pyrimidin-2-yl]}amino-2-ethyl-6-methoxy-3,4-dihydro-2H-[1,5]naphthyridine-1-carboxylic acid tert-butyl ester), C(CC(O)(C(=O)O)CC(=O)O)(=O)O (citric acid). Solvent: O1CCOCC1 (1,4-dioxane). Reaction conditions: temperature 50 celsius, time 1 hour. The product is C(C)(C)(C)OC(=O)N1[C@@H](C[C@@H](C2=NC(=CC=C12)OC)NC1=NC=C(C(=N1)CC1=CC(=CC(=C1)C(F)(F)F)C(F)(F)F)N1CCC(CC1)C(=O)O)CC ((2R,4S)-4-{[3,5-bis(trifluoromethyl)-benzyl]-[5-(4-carboxypiperidin-1-yl)pyrimidin-2-yl]}amino-2-ethyl-6-methoxy-3,4-dihydro-2H-[1,5]naphthyridine-1-carboxylic acid tert-butyl ester). Isolated yield 66.6%. As a reaction SMILES: [C:1]([O:5][C:6]([N:8]1[C:17]2[C:12](=[N:13][C:14]([O:18][CH3:19])=[CH:15][CH:16]=2)[C@@H:11]([NH:20][C:21]2[N:26]=[C:25]([CH2:27][C:28]3[CH:33]=[C:32]([C:34]([F:37])([F:36])[F:35])[CH:31]=[C:30]([C:38]([F:41])([F:40])[F:39])[CH:29]=3)[C:24]([N:42]3[CH2:47][CH2:46][CH:45]([C:48]([O:50]CC)=[O:49])[CH2:44][CH2:43]3)=[CH:23][N:22]=2)[CH2:10][C@H:9]1[CH2:53][CH3:54])=[O:7])([CH3:4])([CH3:3])[CH3:2].[OH-].[Na+].C(O)(=O)CC(CC(O)=O)(C(O)=O)O>O1CCOCC1>[C:1]([O:5][C:6]([N:8]1[C:17]2[C:12](=[N:13][C:14]([O:18][CH3:19])=[CH:15][CH:16]=2)[C@@H:11]([NH:20][C:21]2[N:26]=[C:25]([CH2:27][C:28]3[CH:33]=[C:32]([C:34]([F:35])([F:36])[F:37])[CH:31]=[C:30]([C:38]([F:40])([F:41])[F:39])[CH:29]=3)[C:24]([N:42]3[CH2:43][CH2:44][CH:45]([C:48]([OH:50])=[O:49])[CH2:46][CH2:47]3)=[CH:23][N:22]=2)[CH2:10][C@H:9]1[CH2:53][CH3:54])=[O:7])([CH3:4])([CH3:3])[CH3:2] |f:1.2|. Procedure details: (2R,4S)-4-{[3,5-Bis(trifluoromethyl)benzyl]-[5-(4-ethoxycarbonyl-piperidin-1-yl)pyrimidin-2-yl]}amino-2-ethyl-6-methoxy-3,4-dihydro-2H-[1,5]naphthyridine-1-carboxylic acid tert-butyl ester (120 mg) is dissolved in 1,4-dioxane (1 ml), and thereto is added 1M aqueous NaOH solution (1 ml). The mixture is stirred at 50° C. for 1 hour. After 10% aqueous citric acid solution is added to the reaction mixture, the mixture is extracted with ethyl acetate. The organic layer is washed with saturated brine ... The reactants are NC1=CC=CC2=CC=CC=C12 (1-aminonaphthalene), BrC1=C(C=CC=C1)C (1-bromo-2-methylbenzene), CC(C)([O-])C.[Na+] (sodium tert-butoxide). Reagents/catalysts: C1=CC=C(C=C1)P([C-]2C=CC=C2)C3=CC=CC=C3.C1=CC=C(C=C1)P([C-]2C=CC=C2)C3=CC=CC=C3.Cl[Pd]Cl.[Fe+2] (Pd(dppf)Cl2). The solvent is C1(=CC=CC=C1)C (toluene). Run at temperature 100 celsius. Yields the product C1(=C(C=CC=C1)NC1=CC=CC2=CC=CC=C12)C (N-(o-tolyl)naphthalen-1-amine). The yield is 91.5%. As a reaction SMILES: [NH2:1][C:2]1[C:11]2[C:6](=[CH:7][CH:8]=[CH:9][CH:10]=2)[CH:5]=[CH:4][CH:3]=1.Br[C:13]1[CH:18]=[CH:17][CH:16]=[CH:15][C:14]=1[CH3:19].CC(C)([O-])C.[Na+]>C1(C)C=CC=CC=1.C1C=CC(P(C2C=CC=CC=2)[C-]2C=CC=C2)=CC=1.C1C=CC(P(C2C=CC=CC=2)[C-]2C=CC=C2)=CC=1.Cl[Pd]Cl.[Fe+2]>[C:14]1([CH3:19])[CH:15]=[CH:16][CH:17]=[CH:18][C:13]=1[NH:1][C:2]1[C:11]2[C:6](=[CH:7][CH:8]=[CH:9][CH:10]=2)[CH:5]=[CH:4][CH:3]=1 |f:2.3,5.6.7.8|. Procedure details: A mixture of 1-aminonaphthalene (7.15 g, 50 mmol), 1-bromo-2-methylbenzene (8.5 g, 50 mmol), Pd(dppf)Cl2 (1.0 g, 1.36 mmol), sodium tert-butoxide (9.6 g, 0.1 mol) in toluene (120 mL) was degassed and heated at about 100° C. overnight. The resulting mixture was worked up with ethyl acetate/brine, dried over Na2SO4, loaded on silica gel and purified by flash column using eluents of hexanes to hexanes/dichloromethane 9:1. After removal of solvents, an oil (Compound 20) was obtained, 10.2 g in 91.5%...